From a dataset of the Open Reaction Database (ORD), a public repository of structured organic reaction records. describe an organic reaction: reactants, conditions, products, and yield The reactants are Cl (hydrochloric acid), NC(C(=O)N)C(=O)N (2-aminomalonamide), S(O)(O)(=O)=O (sulfuric acid), C(OCC)(OCC)OCC (triethyl orthoformate). Run in O (water), CC(C)O (2-propanol). Reaction conditions: temperature 80 celsius, time 7 hour. The product is O.O.Cl.OC1=C(N=CN1)C(=O)N (5-hydroxy-1H-imidazole-4-carboxamide hydrochloric acid salt dihydrate). RXN SMILES: [NH2:1][CH:2]([C:6]([NH2:8])=[O:7])[C:3]([NH2:5])=[O:4].S(=O)(=O)(O)[OH:10].[CH:14](OCC)(OCC)OCC.[ClH:24]>O.CC(O)C>[OH2:4].[OH2:10].[ClH:24].[OH:4][C:3]1[NH:5][CH:14]=[N:1][C:2]=1[C:6]([NH2:8])=[O:7] |f:6.7.8.9|. Procedure: Under the nitrogen atmosphere, 10.0 g of 2-aminomalonamide and 44 mg of sulfuric acid were added to 200 mL of 2-propanol. After heating to 80° C., 35.4 mL of triethyl orthoformate was added dropwise to the mixture over 10 minutes. Subsequently, the reaction mixture was stirred for 7 hours at 80° C. Color of the reaction liquid was deep blue when the reaction was completed. Subsequently, after cooling to 58° C., the reaction mixture was added with 10 mL of water followed by 8 mL of conc. hydrochl... The reactants are C(CCCCCCCCCCC)S (lauryl mercaptan), N1CCCCC1 (Piperidine), C(C)OCC (diethyl ether), C(\C=C\C)=O (crotonaldehyde). Conditions: temperature 10 celsius. The product is C(CCCCCCCCCCC)C(C(C=O)S)C (β-lauryl-mercaptobutyraldehyde). The yield is 90.0%. As a reaction SMILES: N1[CH2:6][CH2:5]CCC1.[CH2:7]([SH:19])[CH2:8][CH2:9][CH2:10][CH2:11][CH2:12][CH2:13][CH2:14][CH2:15][CH2:16][CH2:17][CH3:18].[CH:20](=[O:24])/C=C/C.[CH2:25](OCC)C>>[CH2:9]([CH:8]([CH3:25])[CH:7]([SH:19])[CH:20]=[O:24])[CH2:10][CH2:11][CH2:12][CH2:13][CH2:14][CH2:15][CH2:16][CH2:17][CH2:18][CH2:5][CH3:6]. Procedure: 0.02 gm Piperidine (catalyst) was dissolved in 30 ml diethyl ether, 0.5 mole lauryl mercaptan was added and the mixture was cooled to 10° C. To this mixture was added 0.5 mole of crotonaldehyde, the rate of addition being such that the reaction temperature never exceeded 10° C. After the addition was completed, the reaction mixture was maintained at a temperature of less than 10° C for a further 60 hours. The reaction mixture was kept under a blanket of nitrogen throughout the preparation. The p...